From a dataset of the Open Reaction Database (ORD), a public repository of structured organic reaction records. describe an organic reaction: reactants, conditions, products, and yield Reactants: C(C)(=O)N1C(C(C2=CC=CC=C12)=O)=CC1=C(C=CC=C1)[N+](=O)[O-] (1-acetyl-2-(2-nitrophenyl methylene)-3-oxo-2,3-dihydroindole). The reagents and catalysts are [Pd] (Pd/C). Run in CCO (EtOH). Reaction conditions: time 3 hour. The product is C(C)(=O)N1C2=CC=CC=C2C=2N=C3C=CC=CC3=CC12 (10-Acetylquindoline). The yield is 49.8%. Reaction SMILES: [C:1]([N:4]1[C:12]2[C:7](=[CH:8][CH:9]=[CH:10][CH:11]=2)[C:6](=O)[C:5]1=[CH:14][C:15]1[CH:20]=[CH:19][CH:18]=[CH:17][C:16]=1[N+:21]([O-])=O)(=[O:3])[CH3:2]>[Pd].CCO>[C:1]([N:4]1[C:5]2[CH:14]=[C:15]3[C:16]([CH:17]=[CH:18][CH:19]=[CH:20]3)=[N:21][C:6]=2[C:7]2[C:12]1=[CH:11][CH:10]=[CH:9][CH:8]=2)(=[O:3])[CH3:2]. Procedure details: A suspension of 1-acetyl-2-(2-nitrophenyl methylene)-3-oxo-2,3-dihydroindole from Example 33 (220 mg, 0.71 mmol), 10% Pd/C (33 mg) and absolute EtOH (25 mL) was shaken on a Parr Shaker at 50 psi of H2 for 3 hours. The Pd catalyst was filtered off over a celite pad and the solvent was evaporated. The crude yellow product (209 mg, >100%) was purified by LPLC, eluting with hexane-EtOAc (2:1), to afford 92 mg (50%) of the title compound as a light yellow solid (90% pure by NMR), Rf 0.38 (hexane-EtOA... Yields the product CCOC(=O)c1cc(Oc2ccc(S(=O)(=O)N(C)C)c(F)c2)c2cc(C)oc2c1. The reactants are O=C([O-])[O-], [Cs+], [Cs+], [Cu]I, CN(C)S(=O)(=O)c1ccc(F)cc1F, CN(C)C=O, CCOC(=O)c1cc(O)c2cc(C)oc2c1. Reaction SMILES: [C:31](=[O:32])([O-:33])[O-:34].[Cs+:35].[Cs+:36].[Cu:42][I:43].[F:17][c:18]1[c:19]([S:25](=[O:26])(=[O:27])[N:28]([CH3:29])[CH3:30])[cH:20][cH:21][c:22]([F:24])[cH:23]1.[O:37]=[CH:38][N:39]([CH3:40])[CH3:41].[OH:1][c:2]1[cH:3][c:4]([C:12](=[O:13])[O:14][CH2:15][CH3:16])[cH:5][c:6]2[c:7]1[cH:8][c:9]([CH3:11])[o:10]2>>[O:1]([c:2]1[cH:3][c:4]([C:12](=[O:13])[O:14][CH2:15][CH3:16])[cH:5][c:6]2[c:7]1[cH:8][c:9]([CH3:11])[o:10]2)[c:22]1[cH:21][cH:20][c:19]([S:25](=[O:26])(=[O:27])[N:28]([CH3:29])[CH3:30])[c:18]([F:17])[cH:23]1.